This data is from the Open Reaction Database (ORD), a public repository of structured organic reaction records. The task is: describe an organic reaction: reactants, conditions, products, and yield Reactants: NC1=C(C=CC(=C1)C=O)N1CCC(CC1)C(=O)OC (methyl 1-(2-amino-4-formylphenyl)piperidine-4-carboxylate), N1=CC=CC=C1 (pyridine), CC1=CC(=NO1)C(=O)Cl (5-methylisoxazole-3-carbonyl chloride), acid chloride. Run in C(Cl)Cl (DCM), CCOC(=O)C (EtOAc). Conditions: temperature 0 celsius, time 30 minute. Product: C(=O)C1=CC(=C(C=C1)N1CCC(CC1)C(=O)OC)NC(=O)C1=NOC(=C1)C (methyl 1-(4-formyl-2-(5-methylisoxazole-3-carboxamido)phenyl)piperidine-4-carboxylate). The yield is 55.5%. Reaction SMILES: [NH2:1][C:2]1[CH:7]=[C:6]([CH:8]=[O:9])[CH:5]=[CH:4][C:3]=1[N:10]1[CH2:15][CH2:14][CH:13]([C:16]([O:18][CH3:19])=[O:17])[CH2:12][CH2:11]1.N1C=CC=CC=1.[CH3:26][C:27]1[O:31][N:30]=[C:29]([C:32](Cl)=[O:33])[CH:28]=1>C(Cl)Cl.CCOC(C)=O>[CH:8]([C:6]1[CH:5]=[CH:4][C:3]([N:10]2[CH2:11][CH2:12][CH:13]([C:16]([O:18][CH3:19])=[O:17])[CH2:14][CH2:15]2)=[C:2]([NH:1][C:32]([C:29]2[CH:28]=[C:27]([CH3:26])[O:31][N:30]=2)=[O:33])[CH:7]=1)=[O:9]. Reported procedure: To a solution of methyl 1-(2-amino-4-formylphenyl)piperidine-4-carboxylate 59 (0.488 g, 1.9 mmol) in DCM (10 mL) at 0° C. was added pyridine (0.300 mL, 3.7 mmol) and 5-methylisoxazole-3-carbonyl chloride (0.185 g, 1.3 mmol). The reaction mixture was stirred at 0° C. for 30 min, additional acid chloride (88 mg) was added and stirring was continued at 0° C. After 30 min, the reaction mixture was diluted with EtOAc, washed with saturated NaHCO3 (1×), brine (1×), dried over MgSO4, filtered, and conc... Reactants: FC1=CC=C(C=C1)C1OC(C=2C1=NC=CC2)=O (7-(4-fluorophenyl)-5-oxo-5,7-dihydrofuro[3,4-b]pyridine). Solvent: [OH-].[Na+] (NaOH). Run at temperature 75 celsius, time 24 hour. Product: N1=C(C=CC=C1)C(O)C1=CC=CC=C1 (2-pyridyl phenyl carbinol). Reaction SMILES: F[C:2]1[CH:7]=[CH:6][C:5]([CH:8]2[C:12]3=[N:13][CH:14]=[CH:15][CH:16]=[C:11]3C(=O)[O:9]2)=[CH:4][CH:3]=1>[OH-].[Na+]>[N:13]1[CH:14]=[CH:15][CH:16]=[CH:11][C:12]=1[CH:8]([C:5]1[CH:4]=[CH:3][CH:2]=[CH:7][CH:6]=1)[OH:9] |f:1.2|. Procedure details: A suspension of 7-(4-fluorophenyl)-5-oxo-5,7-dihydrofuro[3,4-b]pyridine (2.93 g, 12.79 mmol) in 64 ml of 0.2N NaOH is heated to 75° C. with stirring for 24 hours. The mixture is then filtered and the filtrate evaporated to produce crude 2-pyridyl phenyl carbinol, which is not further purified, but rather, dissolved in 70 mL of pyridine and treated with chromium (VI) oxide pyridine complex (10.0 g, 38.78 mmol). A black mixture results which is stirred at 23° C. for 24 hours, then treated with sat... The reactants are CC1C(Nc2cn[nH]c(=O)c2Br)CC2CC1C2(C)C, O=C([O-])[O-], CCOC(C)=O, CN(C)C=O, ClCCCCc1ccncc1, Cl, [K+], [K+]. The product is CC1C(Nc2cnn(CCCCc3ccncc3)c(=O)c2Br)CC2CC1C2(C)C. RXN SMILES: [Br:1][c:2]1[c:3](=[O:19])[nH:4][n:5][cH:6][c:7]1[NH:8][CH:9]1[CH:10]([CH3:18])[CH:11]2[C:12]([CH3:16])([CH3:17])[CH:13]([CH2:14]1)[CH2:15]2.[C:32](=[O:33])([O-:34])[O-:35].[CH3:38][CH2:39][O:40][C:41](=[O:42])[CH3:43].[CH3:44][N:45]([CH3:46])[CH:47]=[O:48].[Cl:21][CH2:22][CH2:23][CH2:24][CH2:25][c:26]1[cH:27][cH:28][n:29][cH:30][cH:31]1.[ClH:20].[K+:36].[K+:37]>>[Br:1][c:2]1[c:3](=[O:19])[n:4]([CH2:22][CH2:23][CH2:24][CH2:25][c:26]2[cH:27][cH:28][n:29][cH:30][cH:31]2)[n:5][cH:6][c:7]1[NH:8][CH:9]1[CH:10]([CH3:18])[CH:11]2[C:12]([CH3:16])([CH3:17])[CH:13]([CH2:14]1)[CH2:15]2.